From a dataset of the Open Reaction Database (ORD), a public repository of structured organic reaction records. describe an organic reaction: reactants, conditions, products, and yield Reactants: N1=C(N=CC=C1)C1=CC=C(C=O)C=C1 (4-(2-pyrimidinyl)benzaldehyde), Cl (HCl), C(=O)([O-])[O-].[Na+].[Na+] (Na2CO3), C[Si]([N-][Si](C)(C)C)(C)C.[Na+] (Sodium hexamethyldisilazide), [Cl-].COC[P+](C1=CC=CC=C1)(C1=CC=CC=C1)C1=CC=CC=C1 (methoxymethyltriphenylphosphonium chloride). Run in C1CCOC1 (THF), C1CCOC1 (THF). Reaction conditions: temperature 0 celsius, time 15 minute. Product: N1=C(N=CC=C1)C1=CC=C(C=C1)CC=O (4-(2-Pyrimidinyl)benzeneacetaldehyde). The yield is 52.3%. As a reaction SMILES: C[Si](C)(C)[N-][Si](C)(C)C.[Na+].[Cl-].[CH3:12][O:13]C[P+](C1C=CC=CC=1)(C1C=CC=CC=1)C1C=CC=CC=1.[N:34]1[CH:39]=[CH:38][CH:37]=[N:36][C:35]=1[C:40]1[CH:47]=[CH:46][C:43]([CH:44]=O)=[CH:42][CH:41]=1.Cl.C([O-])([O-])=O.[Na+].[Na+]>C1COCC1>[N:34]1[CH:39]=[CH:38][CH:37]=[N:36][C:35]=1[C:40]1[CH:47]=[CH:46][C:43]([CH2:44][CH:12]=[O:13])=[CH:42][CH:41]=1 |f:0.1,2.3,6.7.8|. Reported procedure: Sodium hexamethyldisilazide (1.0M in THF, 2.65 mL, 2.65 mmol) was added to a suspension of methoxymethyltriphenylphosphonium chloride (0.93 g, 2.71 mmol) in THF (13 mL) at 0° C., and the red-orange mixture was stirred for 15 min at 0° C. A solution of 4-(2-pyrimidinyl)benzaldehyde (250 mg, 1.36 mmol, prepared as described in WO 9828264) in THF (5 mL) was added, and stirring was continued at 0° C. for 1 h. 10% aq. HCl (13 mL) was added and the mixture was heated to 50° C. for 1 h. The reaction mi...